Dataset: the Open Reaction Database (ORD), a public repository of structured organic reaction records. Task: describe an organic reaction: reactants, conditions, products, and yield Reactants: C(C)OC(=O)C=1C2=C(C(=NC1)Cl)C(=CS2)CBr (3-bromomethyl-4-chloro-thieno[3,2-c]pyridine-7-carboxylic acid ethyl ester), [I-].[K+] (potassium iodide), CC1=C(C=C(C=C1)C=1OC(=NN1)C)O (2-methyl-5-(5-methyl-[1,3,4]oxadiazol-2-yl)-phenol), C([O-])([O-])=O.[K+].[K+] (potassium carbonate), C1COCCOCCOCCOCCOCCO1 (18-Crown-6). Reaction conditions: temperature 65 celsius, time 20 hour. As a reaction SMILES: [CH2:1]([O:3][C:4]([C:6]1[C:7]2[S:15][CH:14]=[C:13]([CH2:16]Br)[C:8]=2[C:9]([Cl:12])=[N:10][CH:11]=1)=[O:5])[CH3:2].[I-].[K+].[CH3:20][C:21]1[CH:26]=[CH:25][C:24]([C:27]2[O:28][C:29]([CH3:32])=[N:30][N:31]=2)=[CH:23][C:22]=1[OH:33].C(=O)([O-])[O-].[K+].[K+].C1OCCOCCOCCOCCOCCOC1>CN(C)C=O>[CH2:1]([O:3][C:4]([C:6]1[C:7]2[S:15][CH:14]=[C:13]([CH2:16][O:33][C:22]3[CH:23]=[C:24]([C:27]4[O:28][C:29]([CH3:32])=[N:30][N:31]=4)[CH:25]=[CH:26][C:21]=3[CH3:20])[C:8]=2[C:9]([Cl:12])=[N:10][CH:11]=1)=[O:5])[CH3:2] |f:1.2,4.5.6|. Run in CN(C=O)C (N,N-dimethylformamide). Reported procedure: A suspension of 3-bromomethyl-4-chloro-thieno[3,2-c]pyridine-7-carboxylic acid ethyl ester (0.29 g, 0.87 mmol) (from Example 1 supra), potassium iodide (0.14 g, 0.87 mmol), 2-methyl-5-(5-methyl-[1,3,4]oxadiazol-2-yl)-phenol (0.17 g, 0.9 mmol) (from Example 34 supra), potassium carbonate (0.27 g, 1.9 mmol) and 18-Crown-6 (10 mg, 0.04 mmol) (Aldrich) in N,N-dimethylformamide (5 mL) was heated at 65° C. in a sealed tube with magnetic stirring for 20 hours. After cooling, mixture was partitioned bet... Yields the product C(C)OC(=O)C=1C2=C(C(=NC1)Cl)C(=CS2)COC2=C(C=CC(=C2)C=2OC(=NN2)C)C (4-chloro-3-[2-methyl-5-(5-methyl-[1,3,4]oxadiazol-2-yl)-phenoxymethyl]-thieno[3,2-c]pyridine-7-carboxylic acid ethyl ester). Reactants: [H-].[Na+] (sodium hydride), C(C1=CC=CC=C1)(C1=CC=CC=C1)(C1=CC=CC=C1)OCCOCCOCCOCCOCCOC1=CC=C(C=C1)O (4-[2-(2-{2-[2-(2-trityloxy-ethoxy)-ethoxy]-ethoxy}-ethoxy)-ethoxy]phenol), ice, BrCCOCCOCCOCCOCCOCC1=CC=CC=C1 ([2-(2-{2-[2-(2-bromo-ethoxy)-ethoxy]-ethoxy}-ethoxy)-ethoxymethyl]benzene). Run in C1CCOC1 (THF), C1CCOC1 (THF), C1CCOC1 (THF). Run at time 20 minute. Yields the product C(C1=CC=CC=C1)OCCOCCOCCOCCOCCOC1=CC=C(C=C1)OCCOCCOCCOCCOCCOC(C1=CC=CC=C1)(C1=CC=CC=C1)C1=CC=CC=C1 (1-[2-(2-{2-[2-(2-benzyloxy-ethoxy)-ethoxy]-ethoxy}-ethoxy)-ethoxy]-4-[2-(2-{2-[2-(2-trityloxy-ethoxy)-ethoxy]-ethoxy}-ethoxy)-ethoxy]benzene), oil. The yield is 84.0%. RXN SMILES: [H-].[Na+].[C:3]([O:22][CH2:23][CH2:24][O:25][CH2:26][CH2:27][O:28][CH2:29][CH2:30][O:31][CH2:32][CH2:33][O:34][CH2:35][CH2:36][O:37][C:38]1[CH:43]=[CH:42][C:41]([OH:44])=[CH:40][CH:39]=1)([C:16]1[CH:21]=[CH:20][CH:19]=[CH:18][CH:17]=1)([C:10]1[CH:15]=[CH:14][CH:13]=[CH:12][CH:11]=1)[C:4]1[CH:9]=[CH:8][CH:7]=[CH:6][CH:5]=1.Br[CH2:46][CH2:47][O:48][CH2:49][CH2:50][O:51][CH2:52][CH2:53][O:54][CH2:55][CH2:56][O:57][CH2:58][CH2:59][O:60][CH2:61][C:62]1[CH:67]=[CH:66][CH:65]=[CH:64][CH:63]=1>C1COCC1>[CH2:61]([O:60][CH2:59][CH2:58][O:57][CH2:56][CH2:55][O:54][CH2:53][CH2:52][O:51][CH2:50][CH2:49][O:48][CH2:47][CH2:46][O:44][C:41]1[CH:42]=[CH:43][C:38]([O:37][CH2:36][CH2:35][O:34][CH2:33][CH2:32][O:31][CH2:30][CH2:29][O:28][CH2:27][CH2:26][O:25][CH2:24][CH2:23][O:22][C:3]([C:16]2[CH:21]=[CH:20][CH:19]=[CH:18][CH:17]=2)([C:10]2[CH:11]=[CH:12][CH:13]=[CH:14][CH:15]=2)[C:4]2[CH:5]=[CH:6][CH:7]=[CH:8][CH:9]=2)=[CH:39][CH:40]=1)[C:62]1[CH:63]=[CH:64][CH:65]=[CH:66][CH:67]=1 |f:0.1|. Procedure details: To an ice-cooled suspension of sodium hydride (800 mg, 20 mmol; 60% in mineral oil) in THF (15 ml), a solution of Compound 22 (1.2 g, 2.1 mmol) in THF (20 ml) was gradually added; this was followed by stirring for 20 minutes. A solution of Compound 20 (1.7 g, 4.3 mmol) in THF (12 ml) was added thereto, and this was followed by stirring for 20 minutes. After the ice bath was removed, stirring was further conducted at room temperature for 2 hours. Water was carefully added to stop the reaction, an... Starting materials: ice, C1(=CC=CC=C1)C1C2=CC=CC=C2C=2C=CC=C(C12)N1[C@H]([C@H](CCC1)C(CP(=O)(OCC)OCC)=O)C(=O)OC(C)(C)C (N-(9-phenylfluorenyl)-3(S)-[(diethoxyphosphinyl)acetyl]piperidine-2(R)-carboxylic acid, tert-butyl ester), C(O)([O-])=O.[Na+] (sodium hydrogen carbonate), C[Si](C)(C)Cl (trimethylsilyl chloride), FC(C(=O)O)(F)F (trifluoroacetic acid). Solvent: C(C)#N (acetonitrile), O (water), C(C)(C)O (isopropanol), C(C)#N (acetonitrile), O (water), O (water), CO (methanol). Conditions: time 15 minute. Yields the product P(=O)(O)(O)CC(=O)[C@@H]1[C@@H](NCCC1)C(=O)O (3(S)-(Phosphonoacetyl)piperidine-2(R)-carboxylic acid). RXN SMILES: FC(F)(F)C(O)=O.C1(C2C3C([N:27]4[CH2:32][CH2:31][CH2:30][C@H:29]([C:33](=[O:43])[CH2:34][P:35]([O:40]CC)([O:37]CC)=[O:36])[C@@H:28]4[C:44]([O:46]C(C)(C)C)=[O:45])=CC=CC=3C3C2=CC=CC=3)C=CC=CC=1.C(=O)([O-])O.[Na+].C[Si](Cl)(C)C>C(#N)C.O.CO.C(O)(C)C>[P:35]([CH2:34][C:33]([C@H:29]1[CH2:30][CH2:31][CH2:32][NH:27][C@H:28]1[C:44]([OH:46])=[O:45])=[O:43])([OH:37])([OH:40])=[O:36] |f:2.3|. Reported procedure: Mix trifluoroacetic acid (30 mL) with acetonitrile (10 mL) and add, by dropwise addition, to an ice-cold solution of N-(9-phenylfluorenyl)-3(S)-[(diethoxyphosphinyl)acetyl]piperidine-2(R)-carboxylic acid, tert-butyl ester (3.5 g, 5.8 mmol) in acetonitrile (40 mL) and water (4 mL). Stir for 15 minutes, warm to room temperature and stir for an additional hour. Pour into saturated aqueous sodium hydrogen carbonate (500 mL) and extract into ethyl acetate (3×200 mL). Evaporate to a residue and take u... The reactants are N1=CC=C(C2=CC=CC=C12)COC1=CC=C(C=O)C=C1 (4-(4-quinolinylmethoxy)benzaldehyde), NC1CCN(CC1)CC1=CC=CC=C1 (4-amino-1-benzylpiperidine), C1(=CC=C(C=C1)S(=O)(=O)O)C (4-toluenesulfonic acid), C1(=C(C(=C(C(=C1F)F)F)N)F)N.Cl.Cl (dihydrochloride), [BH4-].[Na+] (sodium borohydride). Run in C1(=CC=CC=C1)C (toluene), O (water). Product: C1(=CC=CC=C1)CN1CCC(CC1)NCC1=CC=C(C=C1)OCC1=CC=NC2=CC=CC=C12 (1-(Phenylmethyl)-N-[[4-(4-quinolinylmethoxy)phenyl]methyl]-4-piperidinamine). Yield: 90.0%. RXN SMILES: [N:1]1[C:10]2[C:5](=[CH:6][CH:7]=[CH:8][CH:9]=2)[C:4]([CH2:11][O:12][C:13]2[CH:20]=[CH:19][C:16]([CH:17]=O)=[CH:15][CH:14]=2)=[CH:3][CH:2]=1.[NH2:21][CH:22]1[CH2:27][CH2:26][N:25]([CH2:28][C:29]2[CH:34]=[CH:33][CH:32]=[CH:31][CH:30]=2)[CH2:24][CH2:23]1.C1(C)C=CC(S(O)(=O)=O)=CC=1.[BH4-].[Na+].C1(N)C(F)=C(F)C(F)=C(N)C=1F.Cl.Cl>C1(C)C=CC=CC=1.O>[C:29]1([CH2:28][N:25]2[CH2:26][CH2:27][CH:22]([NH:21][CH2:17][C:16]3[CH:19]=[CH:20][C:13]([O:12][CH2:11][C:4]4[C:5]5[C:10](=[CH:9][CH:8]=[CH:7][CH:6]=5)[N:1]=[CH:2][CH:3]=4)=[CH:14][CH:15]=3)[CH2:23][CH2:24]2)[CH:30]=[CH:31][CH:32]=[CH:33][CH:34]=1 |f:3.4,5.6.7|. Reported procedure: A mixture of 4-(4-quinolinylmethoxy)benzaldehyde (2.63 g, 10 mmol), 4-amino-1-benzylpiperidine (2.5 g, 13.1 mmol), and 4-toluenesulfonic acid (0.38 g, 2 mmol) was refluxed in toluene (500 mL) for 15 hours with azeotropic removal of water. The solvent was removed in vacuo, and the residue redissolved in MeOH. The stirred solution was treated with solid sodium borohydride (1 g, 26.5 mmol) at room temperature for 1 hour. The solvent was removed in vacuo, the residue redissolved in methylene chlorid... Reactants: C(C1=CC=CC=C1)N(C=1C=C2C(=CN1)NC(=C2)C(C)=O)CC2=CC=CC=C2 (1-[5-(dibenzylamino)-1H-pyrrolo[2,3-c]pyridin-2-yl]ethanone), C(=N)(N)NN.Cl (aminoguanidine hydrochloride), Cl (HCl). Solvent: C(C)O (ethanol). Yields the product Cl.Cl.C(C1=CC=CC=C1)N(C=1C=C2C(=CN1)NC(=C2)C(C)=NNC(=N)N)CC2=CC=CC=C2 ([[1-[5-(dibenzylamino)-1H-pyrrolo[2,3-c]pyridin-2-yl]ethylidene]amino]guanidine dihydrochloride). Isolated yield 125.4%. As a reaction SMILES: [CH2:1]([N:8]([CH2:21][C:22]1[CH:27]=[CH:26][CH:25]=[CH:24][CH:23]=1)[C:9]1[CH:10]=[C:11]2[CH:17]=[C:16]([C:18](=O)[CH3:19])[NH:15][C:12]2=[CH:13][N:14]=1)[C:2]1[CH:7]=[CH:6][CH:5]=[CH:4][CH:3]=1.[C:28]([NH:31][NH2:32])([NH2:30])=[NH:29].[ClH:33].Cl>C(O)C>[ClH:33].[ClH:33].[CH2:1]([N:8]([CH2:21][C:22]1[CH:27]=[CH:26][CH:25]=[CH:24][CH:23]=1)[C:9]1[CH:10]=[C:11]2[CH:17]=[C:16]([C:18](=[N:32][NH:31][C:28]([NH2:30])=[NH:29])[CH3:19])[NH:15][C:12]2=[CH:13][N:14]=1)[C:2]1[CH:7]=[CH:6][CH:5]=[CH:4][CH:3]=1 |f:1.2,5.6.7|. Procedure details: A mixture of 1-[5-(dibenzylamino)-1H-pyrrolo[2,3-c]pyridin-2-yl]ethanone (Example 56) (91 mg, 0.26 mmol), aminoguanidine hydrochloride (30 mg, 0.27 mmol) and 6 N HCl (0.22 mL) in ethanol (10 mL) was heated to reflux under a nitrogen atmosphere for 1.5 h. The reaction mixture was cooled to room temperature, and the desired product precipitated from the solution. The solid was collected by filtration and rinsed with ethanol. After drying, [[1-[5-(dibenzylamino)-1H-pyrrolo[2,3-c]pyridin-2-yl]ethyli...